Dataset: the Open Reaction Database (ORD), a public repository of structured organic reaction records. Task: describe an organic reaction: reactants, conditions, products, and yield The reactants are Cl.FC1(CNC1)F (3,3-difluoroazetidine hydrochloride), CC([C@@H](C(NC)=O)NC(=O)C1=NC(=C(C=C1)Br)OCC1OCCC1)(C)C (5-Bromo-6-(tetrahydro-furan-2-ylmethoxy)-pyridine-2-carboxylic acid ((S)-2,2-dimethyl-1-methylcarbamoyl-propyl)-amide). Yields the product FC1(CN(C1)C=1C=CC(=NC1OCC1OCCC1)C(=O)N[C@H](C(=O)NC)C(C)(C)C)F (5-(3,3-Difluoroazetidin-1-yl)-N-((S)-3,3-dimethyl-1-(methylamino)-1-oxobutan-2-yl)-6-((tetrahydrofuran-2-yl)methoxy)picolinamide). Reaction SMILES: Cl.[F:2][C:3]1([F:7])[CH2:6][NH:5][CH2:4]1.[CH3:8][C:9]([CH3:33])([CH3:32])[C@H:10]([NH:15][C:16]([C:18]1[CH:23]=[CH:22][C:21](Br)=[C:20]([O:25][CH2:26][CH:27]2[CH2:31][CH2:30][CH2:29][O:28]2)[N:19]=1)=[O:17])[C:11](=[O:14])[NH:12][CH3:13]>>[F:2][C:3]1([F:7])[CH2:6][N:5]([C:21]2[CH:22]=[CH:23][C:18]([C:16]([NH:15][C@@H:10]([C:9]([CH3:33])([CH3:32])[CH3:8])[C:11]([NH:12][CH3:13])=[O:14])=[O:17])=[N:19][C:20]=2[O:25][CH2:26][CH:27]2[CH2:31][CH2:30][CH2:29][O:28]2)[CH2:4]1 |f:0.1|. Procedure: The title compound was synthesized by addition of 3,3-difluoroazetidine hydrochloride (CAN 288315-03-7) to 5-bromo-6-(tetrahydro-furan-2-ylmethoxy)-pyridine-2-carboxylic acid ((S)-2,2-dimethyl-1-methylcarbamoyl-propyl)-amide (Example 188) in analogy to the procedure described in Example 69 a, MS (EI): m/e=441.0 [M+H]+. Reactants: OCCS(=O)(=O)C=1C=C(C=C(C1OCCC)OC)[C@@H]1SC[C@H](S1)C1=CC(=C(C(=C1)OC)OC)OC (trans-2-(3-(2-hydroxyethylsufonyl)-5-methoxy-4-propoxyphenyl)-4-(3,4,5- trimethoxyphenyl)-1,3-dithiolane), N1CCOCC1 (morpholine). The solvent is C(C)O (ethanol). Reaction conditions: time 4 hour. Yields the product O1CCN(CC1)CCS(=O)(=O)C=1C=C(C=C(C1OCCC)OC)[C@@H]1SC[C@H](S1)C1=CC(=C(C(=C1)OC)OC)OC (trans-2-(3-(2-morpholinoethylsulfonyl)-4-propoxy-5-methoxyphenyl)-4-(3,4,5-trimethoxyphenyl)-1,3-dithiolane). Reaction SMILES: O[CH2:2][CH2:3][S:4]([C:7]1[CH:8]=[C:9]([C@H:19]2[S:23][C@H:22]([C:24]3[CH:29]=[C:28]([O:30][CH3:31])[C:27]([O:32][CH3:33])=[C:26]([O:34][CH3:35])[CH:25]=3)[CH2:21][S:20]2)[CH:10]=[C:11]([O:17][CH3:18])[C:12]=1[O:13][CH2:14][CH2:15][CH3:16])(=[O:6])=[O:5].[NH:36]1[CH2:41][CH2:40][O:39][CH2:38][CH2:37]1>C(O)C>[O:39]1[CH2:40][CH2:41][N:36]([CH2:2][CH2:3][S:4]([C:7]2[CH:8]=[C:9]([C@H:19]3[S:23][C@H:22]([C:24]4[CH:25]=[C:26]([O:34][CH3:35])[C:27]([O:32][CH3:33])=[C:28]([O:30][CH3:31])[CH:29]=4)[CH2:21][S:20]3)[CH:10]=[C:11]([O:17][CH3:18])[C:12]=2[O:13][CH2:14][CH2:15][CH3:16])(=[O:6])=[O:5])[CH2:37][CH2:38]1. Procedure: 2-(3-(vinylsufonyl)-5-methoxy-4-propoxyphenyl)-4-(3,4,5-methoxyphenyl)-1,3-dithiolane (22) (FIG. 25) (0.040 g,0.076 mmole) was dissolved in absolute ethanol (10 ml) and morpholine (13 ml) was into the reaction which was stirred at room temperature for 4 hours. The solvent and excess amine were removed in vacuo, and the remaining oil purified by flash column chromatography with 1:1 hex/ethyl acetate as eluent. The product mixture (oil) contains a 1.0/1.0 cis/trans ratio (0.022.5 g, 49%). Starting materials: [N+](#[C-])C(C)(C)C (2-isocyano-2-methylpropane), FC(C=1C=CC(=NC1)N)(F)F (5-(trifluoromethyl)pyridin-2-amine), C(=O)C=1C=C(C#N)C=CC1 (3-formylbenzonitrile), O.C1(=CC=C(C=C1)S(=O)(=O)O)C (p-toluenesulfonic acid monohydrate). The solvent is CO (MeOH). Reaction conditions: time 20 minute. Yields the product C(C)(C)(C)NC1=C(N=C2N1C=C(C=C2)C(F)(F)F)C=2C=C(C#N)C=CC2 (3-(3-tert-Butylamino-6-trifluoromethyl-imidazo[1,2-a]pyridin-2-yl)-benzonitrile). Isolated yield 27.2%. RXN SMILES: [F:1][C:2]([F:11])([F:10])[C:3]1[CH:4]=[CH:5][C:6]([NH2:9])=[N:7][CH:8]=1.[CH:12]([C:14]1[CH:15]=[C:16]([CH:19]=[CH:20][CH:21]=1)[C:17]#[N:18])=O.O.C1(C)C=CC(S(O)(=O)=O)=CC=1.[N+:34]([C:36]([CH3:39])([CH3:38])[CH3:37])#[C-:35]>CO>[C:36]([NH:34][C:35]1[N:7]2[CH:8]=[C:3]([C:2]([F:1])([F:10])[F:11])[CH:4]=[CH:5][C:6]2=[N:9][C:12]=1[C:14]1[CH:15]=[C:16]([CH:19]=[CH:20][CH:21]=1)[C:17]#[N:18])([CH3:39])([CH3:38])[CH3:37] |f:2.3|. Procedure details: 5-(trifluoromethyl)pyridin-2-amine (200 mg, 1.23 mmol, Eq: 1.00), 3-formylbenzonitrile (170 mg, 1.3 mmol, Eq: 1.05) and p-toluenesulfonic acid monohydrate (70.4 mg, 370 μmol, Eq: 0.3) were dissolved in MeOH (2.00 mL) and the intensive yellow solution was stirred for 20 min. To this yellow solution was added dropwise 2-isocyano-2-methylpropane (103 mg, 140 μL, 1.23 mmol, Eq: 1.00) and the corresponding yellow solution was stirred for 1 h whereupon a white precipitate was formed. The precipitate w... Reactants: BrC1=CC=C(CN2C(=C(C3=CC(=CC=C23)OC)C(C=CC(=O)OC)C)C)C=C1 (Methyl 4-(1-(4-bromobenzyl)-5-methoxy-2-methyl-1H-indol-3-yl)-2-pentenoate). Reagents/catalysts: BrCCBr (1,2-dibromoethane). Solvent: C1CCOC1.CO (THF MeOH). The product is BrC1=CC=C(CN2C(=C(C3=CC(=CC=C23)OC)C(CCC(=O)OC)C)C)C=C1 (Methyl 4-(1-(4-bromobenzyl)-5-methoxy-2-methyl-1H-indol-3-yl)pentanoate). The yield is 32.7%. Reaction SMILES: [Br:1][C:2]1[CH:28]=[CH:27][C:5]([CH2:6][N:7]2[C:15]3[C:10](=[CH:11][C:12]([O:16][CH3:17])=[CH:13][CH:14]=3)[C:9]([CH:18]([CH3:25])[CH:19]=[CH:20][C:21]([O:23][CH3:24])=[O:22])=[C:8]2[CH3:26])=[CH:4][CH:3]=1>C1COCC1.CO.BrCCBr>[Br:1][C:2]1[CH:28]=[CH:27][C:5]([CH2:6][N:7]2[C:15]3[C:10](=[CH:11][C:12]([O:16][CH3:17])=[CH:13][CH:14]=3)[C:9]([CH:18]([CH3:25])[CH2:19][CH2:20][C:21]([O:23][CH3:24])=[O:22])=[C:8]2[CH3:26])=[CH:4][CH:3]=1 |f:1.2|. Reported procedure: To the ester (520 mg, 1.17 mmol) of Step 3 dissolved in a THF/MeOH mixture (4.0 mL/20.0 mL) was added an excess of Mg and a few drops of 1,2-dibromoethane. The reduction was initated by heating at reflux. After standing for a few hours at room temperature, the reaction mixture was quenched by the addition of a 25% aqueous NH4OAc solution, extracted with EtOAc, dried over MgSO4 and evaporated in vacuo. The desired reduced product was purified by flash chromatography (25% EtOAc in hexane) to provi... The reactants are C=Cc1cc(C(=O)OCC)ccc1F, C=[N+]=[N-], CC(=O)[O-], CC(=O)[O-], [Pd+2]. The product is CCOC(=O)c1ccc(F)c(C2CC2)c1. Reaction SMILES: [F:1][c:2]1[c:3]([CH:13]=[CH2:14])[cH:4][c:5]([C:6](=[O:7])[O:8][CH2:9][CH3:10])[cH:11][cH:12]1.[N+:15](=[N-:16])=[CH2:17].[O-:19][C:20]([CH3:21])=[O:22].[O-:23][C:24]([CH3:25])=[O:26].[Pd+2:18]>>[F:1][c:2]1[c:3]([CH:13]2[CH2:14][CH2:17]2)[cH:4][c:5]([C:6](=[O:7])[O:8][CH2:9][CH3:10])[cH:11][cH:12]1.